The task is: describe an organic reaction: reactants, conditions, products, and yield. This data is from the Open Reaction Database (ORD), a public repository of structured organic reaction records. Starting materials: O=C1N(C[C@H]2N1CCNC2)CC(C(=O)O)(C)C (3-[(8aS)-3-oxo-1,5,6,7,8,8a-hexahydroimidazo[1,5-a]pyrazin-2-yl]-2,2-dimethyl-propanoic acid), Cl.NC1(CC1)CC(=O)OC (methyl 2-(1-aminocyclopropyl)acetate hydrochloride salt). The product is O=C1N(C[C@@H]2N1CCNC2)C2(CC2)CC(=O)O (2-[1-[(8aR)-3-oxo-1,5,6,7,8,8a-hexahydroimidazo[1,5-a]pyrazin-2yl]cyclopropyl]acetic acid). As a reaction SMILES: [O:1]=[C:2]1[N:6]2[CH2:7][CH2:8][NH:9][CH2:10][C@H:5]2[CH2:4][N:3]1[CH2:11][C:12](C)(C)[C:13]([OH:15])=[O:14].Cl.N[C:20]1(CC(OC)=O)C[CH2:21]1>>[O:1]=[C:2]1[N:6]2[CH2:7][CH2:8][NH:9][CH2:10][C@@H:5]2[CH2:4][N:3]1[C:11]1([CH2:12][C:13]([OH:15])=[O:14])[CH2:21][CH2:20]1 |f:1.2|. Procedure details: Compound 47-A was prepared in analogy to compound Q in Example 19 by using methyl 2-(1-aminocyclopropyl)acetate hydrochloride salt (for its synthesis, refer to: Sandstroem A., et al, Bioorganic & Medicinal Chemistry, 16(10), 5590-5605; 2008) instead of ethyl 3-amino-2,2-dimethyl-propanoate hydrochloride salt. Yields the product COC(=O)CCC(C(N)=O)N1Cc2c(OCc3nc4cc(CN5CCOCC5)ccc4s3)cccc2C1=O. RXN SMILES: [CH2:54]1[O:55][CH2:56][CH2:57][CH2:58]1.[NH2:15][C:16]([CH:17]([CH2:18][CH2:19][C:20](=[O:21])[O:22][CH3:23])[N:24]1[C:25](=[O:34])[c:26]2[cH:27][cH:28][cH:29][c:30]([OH:33])[c:31]2[CH2:32]1)=[O:35].[O:1]=[C:2]([O:3][CH:4]([CH3:5])[CH3:6])[N:7]=[N:8][C:9]([O:10][CH:11]([CH3:12])[CH3:13])=[O:14].[O:36]1[CH2:37][CH2:38][N:39]([CH2:42][c:43]2[cH:44][cH:45][c:46]3[c:47]([n:48][c:49]([CH2:51][OH:52])[s:50]3)[cH:53]2)[CH2:40][CH2:41]1>>[NH2:15][C:16]([CH:17]([CH2:18][CH2:19][C:20](=[O:21])[O:22][CH3:23])[N:24]1[C:25](=[O:34])[c:26]2[cH:27][cH:28][cH:29][c:30]([O:33][CH2:51][c:49]3[n:48][c:47]4[c:46]([cH:45][cH:44][c:43]([CH2:42][N:39]5[CH2:38][CH2:37][O:36][CH2:41][CH2:40]5)[cH:53]4)[s:50]3)[c:31]2[CH2:32]1)=[O:35]. Reactants: C1CCOC1, COC(=O)CCC(C(N)=O)N1Cc2c(O)cccc2C1=O, CC(C)OC(=O)N=NC(=O)OC(C)C, OCc1nc2cc(CN3CCOCC3)ccc2s1. The reactants are II, C1(=CC=CC=C1)S(=O)(=O)[O-].OC[P+](CO)(CO)CO (tetrakis(hydroxymethyl)phosphonium benzenesulfonate), CNC(=O)NC (1,3-dimethylurea). Procedure: Reaction of tetrakis(hydroxymethyl)phosphonium benzenesulfonate (31.23 g, 0.1 mol) with 1,3-dimethylurea (17.62 g, 0.2 mol) in toluene (100 ml), following Example 19, gave 46.30 g of 3,9-dioxo-2,4,8,10-tetramethyl-2,4,8,10-tetraaza-6-phosphoniaspiro[5.5]undecane benzenesulfonate (II, R=R'=CH3, X=SO3C6H5) as a caramel-colored, low-melting solid. Yield: 111.2%. The product is C1(=CC=CC=C1)S(=O)(=O)[O-].O=C1N(C[P+]2(CN1C)CN(C(N(C2)C)=O)C)C (3,9-dioxo-2,4,8,10-tetramethyl-2,4,8,10-tetraaza-6-phosphoniaspiro[5.5]undecane benzenesulfonate). RXN SMILES: [C:1]1([S:7]([O-:10])(=[O:9])=[O:8])[CH:6]=[CH:5][CH:4]=[CH:3][CH:2]=1.O[CH2:12][P+:13]([CH2:18]O)([CH2:16]O)[CH2:14]O.[CH3:20][NH:21][C:22]([NH:24][CH3:25])=[O:23]>C1(C)C=CC=CC=1>[C:1]1([S:7]([O-:10])(=[O:9])=[O:8])[CH:6]=[CH:5][CH:4]=[CH:3][CH:2]=1.[O:23]=[C:22]1[N:24]([CH3:25])[CH2:16][P+:13]2([CH2:12][N:24]([CH3:25])[C:22](=[O:23])[N:21]([CH3:20])[CH2:14]2)[CH2:18][N:21]1[CH3:20] |f:0.1,4.5|. Run in C1(=CC=CC=C1)C (toluene).